From a dataset of the Open Reaction Database (ORD), a public repository of structured organic reaction records. describe an organic reaction: reactants, conditions, products, and yield Conditions: time 2 hour. The reagents and catalysts are [Cl-].[Cl-].[Zn+2] (ZnCl2). Isolated yield 80.2%. The reactants are [N+](=O)([O-])C1=NN2C(CNCC2)=C1 (2-Nitro-4,5,6,7-tetrahydropyrazolo[1,5-a]pyrazine), C(C)=O (acetaldehyde), [BH3-]C#N.[Na+] (NaBH3CN). Yields the product C(C)N1CC=2N(CC1)N=C(C2)[N+](=O)[O-] (5-Ethyl-2-nitro-4,5,6,7-tetrahydropyrazolo[1,5-a]pyrazine). Procedure: A 150-mL single-neck round-bottomed flask equipped with a magnetic stirrer was charged with methanol (60 mL), 2-nitro-4,5,6,7-tetrahydropyrazolo[1,5-a]pyrazine 205a (1.5 g, 8.9 mmol), ZnCl2 (2.43 g, 17.8 mmol), acetaldehyde (784 mg, 17.8 mmol), and NaBH3CN (1.12 g, 17.8 mmol). The mixture was stirred at room temperature for 2 h and concentrated under reduced pressure. The residue was purified with silica-gel column chromatography eluting with 40:1 petroleum ether/ethyl acetate to afford 208a (1.... Run in CO (methanol). Reaction SMILES: [N+:1]([C:4]1[CH:12]=[C:7]2[CH2:8][NH:9][CH2:10][CH2:11][N:6]2[N:5]=1)([O-:3])=[O:2].[CH:13](=O)[CH3:14].[BH3-]C#N.[Na+]>[Cl-].[Cl-].[Zn+2].CO>[CH2:13]([N:9]1[CH2:10][CH2:11][N:6]2[N:5]=[C:4]([N+:1]([O-:3])=[O:2])[CH:12]=[C:7]2[CH2:8]1)[CH3:14] |f:2.3,4.5.6|. The reactants are COc1cc(C(O[Si](C)(C)C(C)(C)C)C(CCC(=O)[O-])CC2Cc3ccccc3C2)cc(OC)c1C(C)=O, O=C([O-])[O-], CO, [K+], [K+], O. Product: COc1cc(C(O[Si](C)(C)C(C)(C)C)C(CO)CC2Cc3ccccc3C2)cc(OC)c1C(C)=O. Reaction SMILES: [C:3]([CH3:4])(=[O:5])[c:6]1[c:7]([O:39][CH3:40])[cH:8][c:9]([CH:14]([CH:15]([CH2:16][CH2:17][C:18]([O-:19])=[O:20])[CH2:21][CH:22]2[CH2:23][c:24]3[cH:25][cH:26][cH:27][cH:28][c:29]3[CH2:30]2)[O:31][Si:32]([CH3:33])([CH3:34])[C:35]([CH3:36])([CH3:37])[CH3:38])[cH:10][c:11]1[O:12][CH3:13].[C:41]([O-:42])(=[O:43])[O-:44].[CH3:1][OH:2].[K+:45].[K+:46].[OH2:47]>>[C:3]([CH3:4])(=[O:5])[c:6]1[c:7]([O:39][CH3:40])[cH:8][c:9]([CH:14]([CH:15]([CH2:21][CH:22]2[CH2:23][c:24]3[cH:25][cH:26][cH:27][cH:28][c:29]3[CH2:30]2)[CH2:41][OH:42])[O:31][Si:32]([CH3:33])([CH3:34])[C:35]([CH3:36])([CH3:37])[CH3:38])[cH:10][c:11]1[O:12][CH3:13]. Starting materials: ClC1=C(C=C(C=C1)C1=NC=CC(=C1)OC)[N+](=O)[O-] (1-chloro-4-(4-methoxypyridin-2-yl)-2-nitrobenzene), [Cl-].[NH4+] (ammonium chloride), N#CN (cyanamide), [H-].[Na+] (sodium hydride), resultant suspension. Run in CN(C=O)C (N,N-dimethylformamide). Conditions: temperature 80 celsius, time 4 hour. Product: C(#N)NC1=C(C=C(C=C1)C1=NC=CC(=C1)OC)[N+](=O)[O-] (N-cyano-4-(4-methoxypyridin-2-yl)-2-nitroaniline). Isolated yield 89.4%. As a reaction SMILES: [N:1]#[C:2][NH2:3].[H-].[Na+].Cl[C:7]1[CH:12]=[CH:11][C:10]([C:13]2[CH:18]=[C:17]([O:19][CH3:20])[CH:16]=[CH:15][N:14]=2)=[CH:9][C:8]=1[N+:21]([O-:23])=[O:22].[Cl-].[NH4+]>CN(C)C=O>[C:2]([NH:3][C:7]1[CH:12]=[CH:11][C:10]([C:13]2[CH:18]=[C:17]([O:19][CH3:20])[CH:16]=[CH:15][N:14]=2)=[CH:9][C:8]=1[N+:21]([O-:23])=[O:22])#[N:1] |f:1.2,4.5|. Procedure: To a solution of cyanamide (101 mg) in N,N-dimethylformamide (15 ml) was added sodium hydride (60% dispersion in mineral oil, 90 mg), and the resultant suspension was stirred at ambient temperature for 30 minutes. To the suspension was added 1-chloro-4-(4-methoxypyridin-2-yl)-2-nitrobenzene (264 mg), and the mixture was stirred at 80° C. for 4 hours. The mixture was poured into a saturated aqueous ammonium chloride solution and extracted with ethyl acetate three times. The combined organic layer... The reactants are CCO, CC(C)S(=O)(=O)Cc1cccc([N+](=O)[O-])c1. Product: CC(C)S(=O)(=O)Cc1cccc(N)c1. RXN SMILES: [CH3:17][CH2:18][OH:19].[N+:1]([O-:2])(=[O:3])[c:4]1[cH:5][c:6]([CH2:7][S:8](=[O:9])(=[O:10])[CH:11]([CH3:12])[CH3:13])[cH:14][cH:15][cH:16]1>>[NH2:1][c:4]1[cH:5][c:6]([CH2:7][S:8](=[O:9])(=[O:10])[CH:11]([CH3:12])[CH3:13])[cH:14][cH:15][cH:16]1. Reactants: CO, CCCCCC, COc1ccc(C2CCN(c3c(C)c(C)c4c(c3C)C(O)(c3ccc(C(C)C)cc3)C(C)(C)O4)CC2)cc1OC. Product: COc1ccc(C2CCN(c3c(C)c(C)c4c(c3C)C(c3ccc(C(C)C)cc3)C(C)(C)O4)CC2)cc1OC. RXN SMILES: [CH3:41][OH:42].[CH3:43][CH2:44][CH2:45][CH2:46][CH2:47][CH3:48].[CH:1]([CH3:2])([CH3:3])[c:4]1[cH:5][cH:6][c:7]([C:10]2([OH:40])[C:11]([CH3:38])([CH3:39])[O:12][c:13]3[c:14]2[c:15]([CH3:37])[c:16]([N:21]2[CH2:22][CH2:23][CH:24]([c:27]4[cH:28][c:29]([O:35][CH3:36])[c:30]([O:33][CH3:34])[cH:31][cH:32]4)[CH2:25][CH2:26]2)[c:17]([CH3:20])[c:18]3[CH3:19])[cH:8][cH:9]1>>[CH:1]([CH3:2])([CH3:3])[c:4]1[cH:5][cH:6][c:7]([CH:10]2[C:11]([CH3:38])([CH3:39])[O:12][c:13]3[c:14]2[c:15]([CH3:37])[c:16]([N:21]2[CH2:22][CH2:23][CH:24]([c:27]4[cH:28][c:29]([O:35][CH3:36])[c:30]([O:33][CH3:34])[cH:31][cH:32]4)[CH2:25][CH2:26]2)[c:17]([CH3:20])[c:18]3[CH3:19])[cH:8][cH:9]1. Reactants: CCOC(C)=O, CCOC(=O)C=Cc1ccc(C2COc3c(C)c(C)c(NC(=O)CC(C)(C)C)c(C)c32)cc1, CCCCCC. Yields the product CCOC(=O)CCc1ccc(C2COc3c(C)c(C)c(NC(=O)CC(C)(C)C)c(C)c32)cc1. As a reaction SMILES: [C:40]([O:41][CH2:42][CH3:43])(=[O:44])[CH3:45].[CH3:1][C:2]([CH2:3][C:4](=[O:5])[NH:6][c:7]1[c:8]([CH3:31])[c:9]([CH3:30])[c:10]2[c:11]([c:28]1[CH3:29])[CH:12]([c:15]1[cH:16][cH:17][c:18]([CH:21]=[CH:22][C:23](=[O:24])[O:25][CH2:26][CH3:27])[cH:19][cH:20]1)[CH2:13][O:14]2)([CH3:32])[CH3:33].[CH3:34][CH2:35][CH2:36][CH2:37][CH2:38][CH3:39]>>[CH3:1][C:2]([CH2:3][C:4](=[O:5])[NH:6][c:7]1[c:8]([CH3:31])[c:9]([CH3:30])[c:10]2[c:11]([c:28]1[CH3:29])[CH:12]([c:15]1[cH:16][cH:17][c:18]([CH2:21][CH2:22][C:23](=[O:24])[O:25][CH2:26][CH3:27])[cH:19][cH:20]1)[CH2:13][O:14]2)([CH3:32])[CH3:33]. Starting materials: O=C1CCC(=O)N1Br, CCOC(=O)c1ccc(C)c(OCC)c1, CCOC(C)=O, CCCCCC, CC(C)(C#N)N=NC(C)(C)C#N. Yields the product CCOC(=O)c1ccc(CBr)c(OCC)c1. Reaction SMILES: [Br:16][N:17]1[C:18](=[O:19])[CH2:20][CH2:21][C:22]1=[O:23].[CH2:1]([CH3:2])[O:3][c:4]1[cH:5][c:6]([C:7](=[O:8])[O:9][CH2:10][CH3:11])[cH:12][cH:13][c:14]1[CH3:15].[CH3:24][CH2:25][O:26][C:27](=[O:28])[CH3:29].[CH3:42][CH2:43][CH2:44][CH2:45][CH2:46][CH3:47].[N:30]([C:31]([CH3:32])([CH3:33])[C:34]#[N:35])=[N:36][C:37]([CH3:38])([CH3:39])[C:40]#[N:41]>>[CH2:1]([CH3:2])[O:3][c:4]1[cH:5][c:6]([C:7](=[O:8])[O:9][CH2:10][CH3:11])[cH:12][cH:13][c:14]1[CH2:15][Br:16]. Reactants: F[B-](F)(F)F, CCO, CCN(C(C)C)C(C)C, CCCC(N)c1nc2cc(Cl)ccc2[nH]1, Cl, ClCCl, Cc1cc(C(=O)O)ccc1C(=O)N1CC=CC1, C1CCOC1, CN(C)C(On1nnc2ccccc21)=[N+](C)C. Yields the product CCCC(NC(=O)c1ccc(C(=O)N2CC=CC2)c(C)c1)c1nc2cc(Cl)ccc2[nH]1. Reaction SMILES: [B-:18]([F:19])([F:20])([F:21])[F:22].[CH2:70]([OH:71])[CH3:72].[CH:40]([N:41]([CH:42]([CH3:43])[CH3:44])[CH2:45][CH3:46])([CH3:47])[CH3:48].[Cl:49][c:50]1[cH:51][c:52]2[c:53]([nH:54][c:55]([CH:57]([CH2:58][CH2:59][CH3:60])[NH2:61])[n:56]2)[cH:62][cH:63]1.[Cl:64].[Cl:73][CH2:74][Cl:75].[N:1]1([C:6](=[O:7])[c:8]2[c:9]([CH3:17])[cH:10][c:11]([C:12](=[O:13])[OH:14])[cH:15][cH:16]2)[CH2:2][CH:3]=[CH:4][CH2:5]1.[O:65]1[CH2:66][CH2:67][CH2:68][CH2:69]1.[n:23]1([O:24][C:25]([N:26]([CH3:27])[CH3:28])=[N+:29]([CH3:30])[CH3:31])[c:32]2[cH:33][cH:34][cH:35][cH:36][c:37]2[n:38][n:39]1>>[N:1]1([C:6](=[O:7])[c:8]2[c:9]([CH3:17])[cH:10][c:11]([C:12](=[O:14])[NH:61][CH:57]([c:55]3[nH:54][c:53]4[c:52]([cH:51][c:50]([Cl:49])[cH:63][cH:62]4)[n:56]3)[CH2:58][CH2:59][CH3:60])[cH:15][cH:16]2)[CH2:2][CH:3]=[CH:4][CH2:5]1.